This data is from the Open Reaction Database (ORD), a public repository of structured organic reaction records. The task is: describe an organic reaction: reactants, conditions, products, and yield The reactants are COC(C1=C(C=C(C(=C1)C=1C=NC(=CC1C#N)C(F)(F)F)Cl)OC)=O (4-chloro-5-(4-cyano-6-trifluoromethyl-pyridin-3-yl)-2-methoxy-benzoic acid methyl ester), [OH-].C[Sn+](C)C (trimethyltin hydroxide), [OH-].C[Sn+](C)C (trimethyltin hydroxide). Solvent: ClCCCl (1,2-dichloroethane). Reaction conditions: temperature 80 celsius. Yields the product ClC1=CC(=C(C(=O)O)C=C1C=1C=NC(=CC1C#N)C(F)(F)F)OC (4-chloro-5-(4-cyano-6-trifluoromethyl-pyridin-3-yl)-2-methoxy-benzoic acid). The yield is 63.3%. Reaction SMILES: C[O:2][C:3](=[O:25])[C:4]1[CH:9]=[C:8]([C:10]2[CH:11]=[N:12][C:13]([C:18]([F:21])([F:20])[F:19])=[CH:14][C:15]=2[C:16]#[N:17])[C:7]([Cl:22])=[CH:6][C:5]=1[O:23][CH3:24].[OH-].C[Sn+](C)C>ClCCCl>[Cl:22][C:7]1[C:8]([C:10]2[CH:11]=[N:12][C:13]([C:18]([F:19])([F:21])[F:20])=[CH:14][C:15]=2[C:16]#[N:17])=[CH:9][C:4]([C:3]([OH:25])=[O:2])=[C:5]([O:23][CH3:24])[CH:6]=1 |f:1.2|. Procedure: A mixture of 4-chloro-5-(4-cyano-6-trifluoromethyl-pyridin-3-yl)-2-methoxy-benzoic acid methyl ester (1.2 g, 3.2 mmol) and trimethyltin hydroxide (1.75 g, 9.7 mmol) in 1,2-dichloroethane (50 mL) was heated to 80° C. in a sealed tube for 4 hrs. Additional 5.0 eq. of trimethyltin hydroxide was added and the mixture was heated for total of 48 hrs. The mixture was then cooled to rt, quenched with HCl (2N, 40 mL) and diluted with 1,2-dichloroethane. The organic layer was separated, dried over Na2SO4,... Reactants: CCOC(=O)C(Cc1ccc(OCC=C(C)c2ccc(-c3cccc(Cl)c3Cl)cc2)cc1)OCC, [Na+], [OH-]. As a reaction SMILES: [Cl:1][c:2]1[c:3](-[c:9]2[cH:10][cH:11][c:12]([C:15](=[CH:16][CH2:17][O:18][c:19]3[cH:20][cH:21][c:22]([CH2:25][CH:26]([C:27](=[O:28])[O:29][CH2:30][CH3:31])[O:32][CH2:33][CH3:34])[cH:23][cH:24]3)[CH3:35])[cH:13][cH:14]2)[cH:4][cH:5][cH:6][c:7]1[Cl:8].[Na+:37].[OH-:36]>>[Cl:1][c:2]1[c:3](-[c:9]2[cH:10][cH:11][c:12]([C:15](=[CH:16][CH2:17][O:18][c:19]3[cH:20][cH:21][c:22]([CH2:25][CH:26]([C:27](=[O:28])[OH:29])[O:32][CH2:33][CH3:34])[cH:23][cH:24]3)[CH3:35])[cH:13][cH:14]2)[cH:4][cH:5][cH:6][c:7]1[Cl:8]. Yields the product CCOC(Cc1ccc(OCC=C(C)c2ccc(-c3cccc(Cl)c3Cl)cc2)cc1)C(=O)O. Conditions: time 18 hour. RXN SMILES: [CH:1]([C:3]1[S:7][C:6]([NH:8][CH2:9][C:10]([OH:12])=O)=[N:5][CH:4]=1)=[O:2].Cl.Cl.[NH2:15][C@@H:16]([CH3:29])[C:17]([NH:19][C@@H:20]([CH3:28])[C:21]([O:23][C:24]([CH3:27])([CH3:26])[CH3:25])=[O:22])=[O:18].ON1C2N=CC=CC=2N=N1.C(Cl)CCl>C(Cl)Cl>[CH:1]([C:3]1[S:7][C:6]([NH:8][CH2:9][C:10]([NH:15][C@@H:16]([CH3:29])[C:17]([NH:19][C@@H:20]([CH3:28])[C:21]([O:23][C:24]([CH3:27])([CH3:26])[CH3:25])=[O:22])=[O:18])=[O:12])=[N:5][CH:4]=1)=[O:2] |f:2.3|. Reported procedure: Following the general procedure as described in Example 24, except using 2-(5-formylthiazol-2-ylamino)acetic acid, 1.00 HCl (582 mg, 2.62 mmol), (S)-tert-butyl 2-((S)-2-aminopropanamido)propanoate hydrochloride (661 mg, 2.62 mmol), 1-hydroxy-7-azabenzotriazole (175 mg, 1.29 mmol), CH2Cl2 (30 mL), EDC (588 mg, 3.07 mmol) and stirring at room temp for 18 h, 781.5 mg (78%) of the title compound is isolated by filtration as a light pink solid. LC/MS (Condition A): ret. T=2.64 min, (M+H)+ 385. 1H NMR... The product is C(=O)C1=CN=C(S1)NCC(=O)N[C@H](C(=O)N[C@H](C(=O)OC(C)(C)C)C)C ((S)-tert-Butyl 2-((S)-2-(2-(5-formylthiazol-2-ylamino)acetamido)propanamido)propanoate). Reactants: C(=O)C1=CN=C(S1)NCC(=O)O (2-(5-formylthiazol-2-ylamino)acetic acid), ON1N=NC2=C1N=CC=C2 (1-hydroxy-7-azabenzotriazole), C(CCl)Cl (EDC), Cl (HCl), Cl.N[C@H](C(=O)N[C@H](C(=O)OC(C)(C)C)C)C ((S)-tert-butyl 2-((S)-2-aminopropanamido)propanoate hydrochloride). The yield is 78.0%. Solvent: C(Cl)Cl (CH2Cl2). The reactants are [OH-].[Na+] (NaOH), C(Cl)(Cl)Cl (chloroform), C(Cl)(Cl)Cl (Chloroform), CC(=CCCC(C)(C#C)O)C (Dehydrolinalool), [OH-].[Na+] (sodium hydroxide). Reagents/catalysts: [Cl-].C(C)[N+](CC1=CC=CC=C1)(CC)CC (triethylbenzylammonium chloride), [Cl-].C(C)[N+](CC1=CC=CC=C1)(CC)CC (triethylbenzylammonium chloride). Reaction conditions: time 21 hour. Product: ClC1(C(C1(C)C)CCC(C#C)(O)C)Cl (5-(2',2'-dichloro-3'3'-dimethylcyclopropyl)-3-methyl-1-pentyn-3-ol). The yield is 97.0%. RXN SMILES: [CH3:1][C:2]([CH3:11])=[CH:3][CH2:4][CH2:5][C:6]([OH:10])([C:8]#[CH:9])[CH3:7].[OH-].[Na+].[CH:14]([Cl:17])(Cl)[Cl:15]>[Cl-].C([N+](CC)(CC)CC1C=CC=CC=1)C>[Cl:15][C:14]1([Cl:17])[C:2]([CH3:1])([CH3:11])[CH:3]1[CH2:4][CH2:5][C:6]([CH3:7])([OH:10])[C:8]#[CH:9] |f:1.2,4.5|. Procedure details: Dehydrolinalool (400 g, 2.6 mol) and 5.26 g of triethylbenzylammonium chloride are added to a reaction flask. Chloroform (469.6 g, 3.9 mol) is added dropwise. To this solution 223.2 g (2.79 mol) of 50% sodium hydroxide solution are added dropwise within 50 minutes while cooling with ice, whereby the temperature of the reaction mixture rises to 34°. In time the initially viscous mass becomes fluid. After 21 hours of stirring and then again after 37 hours, there are added in each case within 20 mi... Starting materials: CC=1N(C(=CC1)C)C1=CC=C(C=CCN)C=C1 (4-(2,5-dimethyl-1H-pyrrol-1-yl)-cinnamylamine), NC1=CC=C(C=O)C=C1 (p-amino-benzaldehyde), C(C(=O)C)CC(C)=O (acetonylacetone). The product is CC=1N(C(=CC1)C)C1=CC=C(C=O)C=C1 (4-(2,5-di-methyl-1H-pyrrol-1-yl)-benzaldehyde). Reaction SMILES: [CH3:1][C:2]1[N:3]([C:8]2[CH:17]=[CH:16][C:11]([CH:12]=CCN)=[CH:10][CH:9]=2)[C:4]([CH3:7])=[CH:5][CH:6]=1.NC1C=CC(C=[O:24])=CC=1.C(CC(=O)C)C(C)=O>>[CH3:1][C:2]1[N:3]([C:8]2[CH:17]=[CH:16][C:11]([CH:12]=[O:24])=[CH:10][CH:9]=2)[C:4]([CH3:7])=[CH:5][CH:6]=1. Reported procedure: Similarly prepared is N-acetyl-N-acetyloxy-[4-(2,5-dimethyl-1H-pyrrol-1-yl)-cinnamylamine. The starting material is prepared by first condensing p-amino-benzaldehyde with acetonylacetone to obtain 4-(2,5-di-methyl-1H-pyrrol-1-yl)-benzaldehyde which is in turn condensed with diethyl phosphonoacetaldehyde diethylacetal to obtain 4-(2,5-dimethyl-1H-pyrrol-1-yl)-cinnamaldehyde. The aldehyde is then converted to the oxime and reduced to the hydroxylamine according to previously described procedures. The reactants are [OH-].[NH4+] (ammonium hydroxide), [Cl-].[NH4+] (ammonium chloride), [C-]#N.[Na+] (sodium cyanide), O1CCC(CC1)=O (tetrahydro-4H-pyran-4-one). Conditions: temperature -7 celsius, time 18 hour. The product is NC1(CCOCC1)C#N (4-amino-tetrahydro-2H-pyran-4-carbonitrile). RXN SMILES: [OH-].[NH4+:2].[Cl-].[NH4+:4].[C-:5]#N.[Na+].[O:8]1[CH2:13][CH2:12][C:11](=O)[CH2:10][CH2:9]1>>[NH2:2][C:11]1([C:5]#[N:4])[CH2:12][CH2:13][O:8][CH2:9][CH2:10]1 |f:0.1,2.3,4.5|. Reported procedure: 8 ml of ammonium hydroxide, 1.58 g of ammonium chloride and 1.23 g of sodium cyanide were successively introduced and the solution obtained was cooled in an ice/methanol bath at about -7° C. 2 ml of tetrahydro-4H-pyran-4-one were added at a temperature of ≤0° C., and the reaction medium was allowed to rise to ambient temperature with vigorous stirring for 18 hours. After extracting 3 times with methylene chloride, washing with salt water and drying, 2.49 g of the expected product (translucent cr... Starting materials: CC(C)=O, CC(C)O, OC(c1c(Cl)ncnc1Cl)C1CC1. The product is O=C(c1c(Cl)ncnc1Cl)C1CC1. Reaction SMILES: [CH3:18][C:19](=[O:20])[CH3:21].[CH:14]([OH:15])([CH3:16])[CH3:17].[CH:1]1([CH:4]([OH:5])[c:6]2[c:7]([Cl:13])[n:8][cH:9][n:10][c:11]2[Cl:12])[CH2:2][CH2:3]1>>[CH:1]1([C:4](=[O:5])[c:6]2[c:7]([Cl:13])[n:8][cH:9][n:10][c:11]2[Cl:12])[CH2:2][CH2:3]1. Starting materials: CC(=O)OCC1=C2C=CC=CC2=C(C3=CC=CC=C31)COC(=O)C (acetic), C(=O)O (formic acid), C(#N)C1=CC=C(CN2CC3CN(CC(C2)O3)CCNC(OC(C)(C)C)=O)C=C1 (tert-butyl {2-[7-(4-cyanobenzyl)-9-oxa-3,7-diazabicyclo[3.3.1]non-3-yl]ethyl}carbamate), Cl (HCl), ice. Solvent: C(C)(=O)OCC (ethyl acetate), C(C)(=O)OCC (ethyl acetate). Run at time 3 hour. Yields the product Cl.NCCN1CC2CN(CC(C1)O2)CC2=CC=C(C#N)C=C2 (4-{[7-(2-aminoethyl)-9-oxa-3,7-diazabicyclo[3.3.1]non-3-yl]methyl}benzonitrile, hydrochloride salt). Isolated yield 96.0%. RXN SMILES: [ClH:1].CC(OCC1C2C(=CC=CC=2)C(COC(C)=O)=C2C=1C=CC=C2)=O.C(O)=O.[C:29]([C:31]1[CH:56]=[CH:55][C:34]([CH2:35][N:36]2[CH2:43][CH:42]3[O:44][CH:38]([CH2:39][N:40]([CH2:45][CH2:46][NH:47]C(=O)OC(C)(C)C)[CH2:41]3)[CH2:37]2)=[CH:33][CH:32]=1)#[N:30]>C(OCC)(=O)C>[ClH:1].[NH2:47][CH2:46][CH2:45][N:40]1[CH2:41][CH:42]2[O:44][CH:38]([CH2:37][N:36]([CH2:35][C:34]3[CH:33]=[CH:32][C:31]([C:29]#[N:30])=[CH:56][CH:55]=3)[CH2:43]2)[CH2:39]1 |f:5.6|. Procedure: A saturated solution of HCl in ethyl acetate (200 mL) was added to an ice-cooled slurry of the acetic and formic acid salt of tert-butyl {2-[7-(4-cyanobenzyl)-9-oxa-3,7-diazabicyclo[3.3.1]non-3-yl]ethyl}carbamate (7.00 g, 14.2 mmol). The reaction mixture was stirred at room temperature for 3 hours after which it was filtered and the resultant solid was washed with ethyl acetate. Drying in vacuo gave 6.12 g (96%) of the title compound with one equivalent of residual ethyl acetate. Starting materials: CO, O=Cc1ccc(C(=O)O)cc1, Cl, [K+], [OH-], O, CC(=O)c1ccc(O)c(C)c1. The product is Cc1cc(C(=O)C=Cc2ccc(C(=O)O)cc2)ccc1O. Reaction SMILES: [CH3:26][OH:27].[CH:1](=[O:2])[c:3]1[cH:4][cH:5][c:6]([C:7](=[O:8])[OH:9])[cH:10][cH:11]1.[ClH:25].[K+:24].[OH-:23].[OH2:28].[OH:12][c:13]1[c:14]([CH3:22])[cH:15][c:16]([C:19]([CH3:20])=[O:21])[cH:17][cH:18]1>>[CH:1]([c:3]1[cH:4][cH:5][c:6]([C:7](=[O:8])[OH:9])[cH:10][cH:11]1)=[CH:20][C:19]([c:16]1[cH:15][c:14]([CH3:22])[c:13]([OH:12])[cH:18][cH:17]1)=[O:21].